From a dataset of the Open Reaction Database (ORD), a public repository of structured organic reaction records. describe an organic reaction: reactants, conditions, products, and yield The reactants are BrCCOC1=C(C=C(C=C1)C[C@H]([C@H](CC1=CC(=C(C=C1)OC)OC)C)C)OC ((±)-(2R,3S)-1-[4-(2-Bromoethoxy)-3-methoxyphenyl]-4-(3,4-dimethoxyphenyl)-2,3-dimethylbutane), C[O-].[Na+] (sodium methoxide), [N+](=O)([O-])C=1N=CNC1 (4-nitroimidazole). The product is COC=1C=C(C=CC1OC)C[C@@H]([C@@H](CC1=CC(=C(C=C1)OCCN1C=NC(=C1)[N+](=O)[O-])OC)C)C ((±)-(2R,3S)-4-(3,4-Dimethoxyphenyl)-1-[3-methoxy-4-[2-(4-nitro-1H-imidazol-1-yl)ethoxy]phenyl]-2,3-dimethylbutane). Yield: 65.0%. Reaction SMILES: Br[CH2:2][CH2:3][O:4][C:5]1[CH:10]=[CH:9][C:8]([CH2:11][C@@H:12]([CH3:26])[C@@H:13]([CH3:25])[CH2:14][C:15]2[CH:20]=[CH:19][C:18]([O:21][CH3:22])=[C:17]([O:23][CH3:24])[CH:16]=2)=[CH:7][C:6]=1[O:27][CH3:28].C[O-].[Na+].[N+:32]([C:35]1[N:36]=[CH:37][NH:38][CH:39]=1)([O-:34])=[O:33]>>[CH3:24][O:23][C:17]1[CH:16]=[C:15]([CH2:14][C@H:13]([CH3:25])[C@H:12]([CH3:26])[CH2:11][C:8]2[CH:9]=[CH:10][C:5]([O:4][CH2:3][CH2:2][N:38]3[CH:39]=[C:35]([N+:32]([O-:34])=[O:33])[N:36]=[CH:37]3)=[C:6]([O:27][CH3:28])[CH:7]=2)[CH:20]=[CH:19][C:18]=1[O:21][CH3:22] |f:1.2|. Procedure details: The Standard Procedure 2 was followed by use of 9a (72.2 mg, 0.160 mmol, 1.0 equiv), sodium methoxide (19.1 mg, 0.353 mmol, 2.2 equiv), and 4-nitroimidazole (6a, 36.3 mg, 0.321 mmol, 2.0 equiv). After workup and purification with column chromatography (80% EtOAc in hexanes as eluant), 10a (50.3 mg, 0.104 mmol) was obtained in 65% yield as white solids: mp (recrystallized from methanol) 98.3-98.8° C.; 1H NMR (CDCl3, 400 MHz) δ 0.80 (d, J=6.8 Hz, 3H, CH3), 0.83 (d, J=6.8 Hz, 3H, CH3), 1.74 (m, 2H,...